The task is: describe an organic reaction: reactants, conditions, products, and yield. This data is from the Open Reaction Database (ORD), a public repository of structured organic reaction records. Starting materials: CC(C)O, Nc1cc(Cl)ccc1[N+](=O)[O-], N, Sc1ccccc1. The product is Nc1cc(Sc2ccccc2)ccc1[N+](=O)[O-]. RXN SMILES: [CH:20]([OH:21])([CH3:22])[CH3:23].[Cl:1][c:2]1[cH:3][cH:4][c:5]([N+:9](=[O:10])[O-:11])[c:6]([NH2:7])[cH:8]1.[NH3:12].[SH:13][c:14]1[cH:15][cH:16][cH:17][cH:18][cH:19]1>>[c:2]1([S:13][c:14]2[cH:15][cH:16][cH:17][cH:18][cH:19]2)[cH:3][cH:4][c:5]([N+:9](=[O:10])[O-:11])[c:6]([NH2:7])[cH:8]1. Starting materials: C(=O)(OC(C)(C)C)N1CCC(CC1)CCC1CCCN(S1(=O)=O)C(C)=C (2-[6-[2-(N-Boc-Piperidin-4-yl)ethyl]-(3,4,5,6-tetrahydro-1,1-dioxo-2H-1,2-thiazin-2-yl)]-prop-2-ene), C1CCOC1 (THF), O (H2O), NaIO4. Reagents/catalysts: O=[Os](=O)(=O)=O (OsO4). Solvent: C(C)(=O)OCC (ethyl acetate). Reaction conditions: time 3 hour. The product is C(=O)(OC(C)(C)C)N1CCC(CC1)CCC1CCCN(S1(=O)=O)CC=O (2-[6-[2-(N-Boc-Piperidin-4-yl)ethyl]-(3,4,5,6-tetrahydro-1,1-dioxo-2H-1, 2-thiazin-2-yl)]-acetaldehyde). RXN SMILES: [C:1]([N:8]1[CH2:13][CH2:12][CH:11]([CH2:14][CH2:15][CH:16]2[S:21](=[O:23])(=[O:22])[N:20]([C:24](=[CH2:26])C)[CH2:19][CH2:18][CH2:17]2)[CH2:10][CH2:9]1)([O:3][C:4]([CH3:7])([CH3:6])[CH3:5])=[O:2].C1C[O:30]CC1.O>C(OCC)(=O)C.O=[Os](=O)(=O)=O>[C:1]([N:8]1[CH2:13][CH2:12][CH:11]([CH2:14][CH2:15][CH:16]2[S:21](=[O:23])(=[O:22])[N:20]([CH2:24][CH:26]=[O:30])[CH2:19][CH2:18][CH2:17]2)[CH2:10][CH2:9]1)([O:3][C:4]([CH3:7])([CH3:6])[CH3:5])=[O:2]. Procedure: To a stirred solution of 89 (0.50 g, 1.29 mmol), THF (16 mL), H2O (12 mL), and NaIO4 (0.69 g, 3.2 mmol) was added OsO4 (1 mL, 0.1 mmol; 2.5 %/tertbutanol) to effect a white precipitate. After 3.0 h, the reaction mixture was diluted with ethyl acetate and washed with H2O, 5% KHSO4, sat. NaHCO3 and brine, dried (MgSO4), and concentrated to give aldehyde 90 as an oil. 1H NMR (400 MHz, CDCl3) δ 9.64 (s, 1H), 4.08 (m, 2H), 4.00 (d, J=17 Hz, 1H), 3.89 (d, J=17 Hz, 1H), 3.62 (m, 1H), 3.14 (m, 1H), 2.96... Starting materials: COC=1[C@@H](N=C([C@H](N1)C(C)C)OC)CC=1C=C2C=CC=NC2=CC1 (6-{[(2S,5R)-3,6-dimethoxy-5-(propan-2-yl)-2,5-dihydropyrazin-2-yl]methyl}quinoline), FC(C(=O)O)(F)F (trifluoroacetic acid). Solvent: O (water), C(C)#N (acetonitrile). Conditions: temperature 10 celsius, time 8 hour. The product is N[C@H](C(=O)OC)CC=1C=C2C=CC=NC2=CC1 (methyl (2S)-2-amino-3-(quinolin-6-yl)propanoate). As a reaction SMILES: [CH3:1][O:2][C:3]1[C@H:4]([CH2:14][C:15]2[CH:16]=[C:17]3[C:22](=[CH:23][CH:24]=2)[N:21]=[CH:20][CH:19]=[CH:18]3)[N:5]=C(OC)[C@@H](C(C)C)N=1.FC(F)(F)C(O)=[O:28]>O.C(#N)C>[NH2:5][C@@H:4]([CH2:14][C:15]1[CH:16]=[C:17]2[C:22](=[CH:23][CH:24]=1)[N:21]=[CH:20][CH:19]=[CH:18]2)[C:3]([O:2][CH3:1])=[O:28]. Reported procedure: To a solution of #211 (7.3 g, 22.5 mmol, 1 eq.) in water (25 mL) and acetonitrile (80 mL) was added trifluoroacetic acid (9 mL) at 0° C. and the solution was stirred at 10° C. overnight. The organic layer was removed in vacuo and the remaining aqueous layer was basified to pH 9 with sodium carbonate, which was directly used for the next step. Starting materials: C(#N)C=C1CC(N(CC1)C(=O)OC(C)(C)C)C(=O)OCC (Ethyl 4-cyanomethylidene-N-t-butoxycarbonyl-2-piperidinecarboxylate). Reagents/catalysts: [Pd] (palladium-on-carbon). Solvent: C(C)O (ethanol). Conditions: time 60 minute. Product: C(#N)C[C@@H]1C[C@@H](N(CC1)C(=O)OC(C)(C)C)C(=O)OCC (ethyl cis-4-cyanomethyl-N-t-butoxycarbonyl-2-piperidinecarboxylate). The yield is 89.3%. As a reaction SMILES: [C:1]([CH:3]=[C:4]1[CH2:9][CH2:8][N:7]([C:10]([O:12][C:13]([CH3:16])([CH3:15])[CH3:14])=[O:11])[CH:6]([C:17]([O:19][CH2:20][CH3:21])=[O:18])[CH2:5]1)#[N:2]>C(O)C.[Pd]>[C:1]([CH2:3][C@H:4]1[CH2:9][CH2:8][N:7]([C:10]([O:12][C:13]([CH3:14])([CH3:15])[CH3:16])=[O:11])[C@@H:6]([C:17]([O:19][CH2:20][CH3:21])=[O:18])[CH2:5]1)#[N:2]. Reported procedure: Ethyl 4-cyanomethylidene-N-t-butoxycarbonyl-2-piperidinecarboxylate (9.00 g, 0.031 mol) was hydrogenated in 140 ml of ethanol with 0.90 g of 5% by weight palladium-on-carbon at room temperature and 60 p.s.i. for 60 minutes. The mixture was filtered through Celite and concentrated under vacuum. High pressure liquid chromatography of the residue provided 8.20 g of ethyl cis-4-cyanomethyl-N-t-butoxycarbonyl-2-piperidinecarboxylate. Yields the product CS(=O)(=O)N(Cc1cccnc1)c1ccccc1F. The reactants are O=C([O-])[O-], CS(=O)(=O)Cl, CC(C)=O, Fc1ccccc1NCc1cccnc1, [K+], [K+]. RXN SMILES: [C:16](=[O:17])([O-:18])[O-:19].[CH3:22][S:23]([Cl:24])(=[O:25])=[O:26].[CH3:27][C:28](=[O:29])[CH3:30].[F:1][c:2]1[c:3]([NH:8][CH2:9][c:10]2[cH:11][n:12][cH:13][cH:14][cH:15]2)[cH:4][cH:5][cH:6][cH:7]1.[K+:20].[K+:21]>>[F:1][c:2]1[c:3]([N:8]([CH2:9][c:10]2[cH:11][n:12][cH:13][cH:14][cH:15]2)[S:23]([CH3:22])(=[O:25])=[O:26])[cH:4][cH:5][cH:6][cH:7]1. Reactants: ClC1=NC(=C(C=N1)OC)Cl (2,6-Dichloro-5-methoxy pyrimidine), ClC=1NC(C(=CN1)OC)(CC=C)Cl (2,6-Dichloro-5-methoxy-6-allyl pyrimidine), C(C=C)[Mg]Br (allyl magnesium bromide), C(#N)C1=C(C(=O)C(=C(C1=O)Cl)Cl)C#N (DDQ), ClC1=NC(=C(C=N1)OC)Cl (2,6-dichloro-5-methoxy pyrimidine), ClC=1NC(C(=CN1)OC)(CC=C)Cl (2,6-dichloro-5-methoxy-6-allyl pyrimidine). Run in C1CCOC1 (THF). Reaction conditions: time 20 minute. Yields the product ClC1=NC(=C(C(=N1)CC=C)OC)Cl (2,6-dichloro-5-methoxy-4-allyl pyrimidine). The yield is 67.0%. RXN SMILES: [Cl:1][C:2]1[NH:3][C:4](Cl)([CH2:10][CH:11]=[CH2:12])[C:5]([O:8][CH3:9])=[CH:6][N:7]=1.[Cl:14]C1N=CC(OC)=C(Cl)N=1.C([Mg]Br)C=C.C(C1C(=O)C(Cl)=C(Cl)C(=O)C=1C#N)#N>C1COCC1>[Cl:1][C:2]1[N:3]=[C:4]([CH2:10][CH:11]=[CH2:12])[C:5]([O:8][CH3:9])=[C:6]([Cl:14])[N:7]=1. Procedure details: 2,6-Dichloro-5-methoxy-6-allyl pyrimidine may be prepared using 2,6-dichloro-5-methoxy pyrimidine, which is commercially available. 2,6-Dichloro-5-methoxy pyrimidine (3.0 g, 17 mmol) was dissolved in THF (30 mL) and treated in portions with allyl magnesium bromide (17 mL of 1M allyl magnesium bromide in diethyl ether, 17 mmol). The resulting reaction was exothermic. External cooling was used to keep the temperature of the mixture below 30° C. After 20 minutes, the mixture was subjected to HPLC a...